describe an organic reaction: reactants, conditions, products, and yield From a dataset of the Open Reaction Database (ORD), a public repository of structured organic reaction records. Reactants: O=C(Cl)C(=O)Cl, Cn1c(=O)oc2ccc(C(=O)O)cc21, ClCCl, CN(C)C=O. Product: Cn1c(=O)oc2ccc(C(=O)Cl)cc21. As a reaction SMILES: [C:20]([Cl:21])(=[O:22])[C:24]([Cl:23])=[O:25].[CH3:1][n:2]1[c:3](=[O:14])[o:4][c:5]2[c:6]1[cH:7][c:8]([C:11](=[O:12])[OH:13])[cH:9][cH:10]2.[Cl:26][CH2:27][Cl:28].[O:15]=[CH:16][N:17]([CH3:18])[CH3:19]>>[CH3:1][n:2]1[c:3](=[O:14])[o:4][c:5]2[c:6]1[cH:7][c:8]([C:11](=[O:12])[Cl:23])[cH:9][cH:10]2. The reactants are O=C1N(C2=CC=CC=C2C(=C1)C(=O)N(CCO[Si](C)(C)C(C)(C)C)CCO[Si](C)(C)C(C)(C)C)C1=NC=CC(=C1)C1=C(C(=CC2=CC(=C(C=C12)OC)OC)CO)CO (1-{2-(2-oxo-4-bis(2-tert-butyldimethylsilyloxyethyl)aminocarbonyl-1,2-dihydroquinolin-1-yl]-4-pyridyl}-2,3-bis(hydroxymethyl)-6,7-dimethoxynaphthalene), solution, [F-].C(CCC)[N+](CCCC)(CCCC)CCCC (tetrabutylammonium fluoride). Solvent: O1CCCC1 (tetrahydrofuran), O1CCCC1 (tetrahydrofuran). Conditions: time 1 hour. Yields the product O=C1N(C2=CC=CC=C2C(=C1)C(=O)N(CCO)CCO)C1=NC=CC(=C1)C1=C(C(=CC2=CC(=C(C=C12)OC)OC)CO)CO (1-{2-(2-oxo-4-bis(2-hydroxyethyl)aminocarbonyl-1,2-dihydroquinolin-1-yl)-4-pyridyl}-2,3-bis(hydroxymethyl)-6,7-dimethoxynaphthalene). The yield is 49.4%. Reaction SMILES: [O:1]=[C:2]1[CH:11]=[C:10]([C:12]([N:14]([CH2:25][CH2:26][O:27][Si](C(C)(C)C)(C)C)[CH2:15][CH2:16][O:17][Si](C(C)(C)C)(C)C)=[O:13])[C:9]2[C:4](=[CH:5][CH:6]=[CH:7][CH:8]=2)[N:3]1[C:35]1[CH:40]=[C:39]([C:41]2[C:50]3[C:45](=[CH:46][C:47]([O:53][CH3:54])=[C:48]([O:51][CH3:52])[CH:49]=3)[CH:44]=[C:43]([CH2:55][OH:56])[C:42]=2[CH2:57][OH:58])[CH:38]=[CH:37][N:36]=1.[F-].C([N+](CCCC)(CCCC)CCCC)CCC>O1CCCC1>[O:1]=[C:2]1[CH:11]=[C:10]([C:12]([N:14]([CH2:25][CH2:26][OH:27])[CH2:15][CH2:16][OH:17])=[O:13])[C:9]2[C:4](=[CH:5][CH:6]=[CH:7][CH:8]=2)[N:3]1[C:35]1[CH:40]=[C:39]([C:41]2[C:50]3[C:45](=[CH:46][C:47]([O:53][CH3:54])=[C:48]([O:51][CH3:52])[CH:49]=3)[CH:44]=[C:43]([CH2:55][OH:56])[C:42]=2[CH2:57][OH:58])[CH:38]=[CH:37][N:36]=1 |f:1.2|. Procedure: To a solution of 1-{2-(2-oxo-4-bis(2-tert-butyldimethylsilyloxyethyl)aminocarbonyl-1,2-dihydroquinolin-1-yl]-4-pyridyl}-2,3-bis(hydroxymethyl)-6,7-dimethoxynaphthalene (1.9 g) in tetrahydrofuran (20 ml) is added a 1.0 M solution of tetrabutylammonium fluoride in tetrahydrofuran (2.8 ml) under ice-cooling, and the mixture is stirred at room temperature for one hour. After the reaction is complete, the mixture is concentrated under reduced pressure to remove the solvent, and to the resultant are a... Yields the product CC(OC1C(NC(=O)c2ccccc2)C(=O)N1C(C(=O)OC(c1ccccc1)c1ccccc1)=P(c1ccccc1)(c1ccccc1)c1ccccc1)C(=O)O. As a reaction SMILES: [CH2:1]([CH3:2])[O:3][C:4](=[O:5])[CH:6]([CH3:7])[O:8][CH:9]1[CH:10]([NH:50][C:51]([c:52]2[cH:53][cH:54][cH:55][cH:56][cH:57]2)=[O:58])[C:11](=[O:49])[N:12]1[C:13](=[P:14]([c:15]1[cH:16][cH:17][cH:18][cH:19][cH:20]1)([c:21]1[cH:22][cH:23][cH:24][cH:25][cH:26]1)[c:27]1[cH:28][cH:29][cH:30][cH:31][cH:32]1)[C:33](=[O:34])[O:35][CH:36]([c:37]1[cH:38][cH:39][cH:40][cH:41][cH:42]1)[c:43]1[cH:44][cH:45][cH:46][cH:47][cH:48]1.[CH3:62][C:63](=[O:64])[CH3:65].[Na+:61].[OH-:60].[OH2:59]>>[O:3]=[C:4]([OH:5])[CH:6]([CH3:7])[O:8][CH:9]1[CH:10]([NH:50][C:51]([c:52]2[cH:53][cH:54][cH:55][cH:56][cH:57]2)=[O:58])[C:11](=[O:49])[N:12]1[C:13](=[P:14]([c:15]1[cH:16][cH:17][cH:18][cH:19][cH:20]1)([c:21]1[cH:22][cH:23][cH:24][cH:25][cH:26]1)[c:27]1[cH:28][cH:29][cH:30][cH:31][cH:32]1)[C:33](=[O:34])[O:35][CH:36]([c:37]1[cH:38][cH:39][cH:40][cH:41][cH:42]1)[c:43]1[cH:44][cH:45][cH:46][cH:47][cH:48]1. Starting materials: CCOC(=O)C(C)OC1C(NC(=O)c2ccccc2)C(=O)N1C(C(=O)OC(c1ccccc1)c1ccccc1)=P(c1ccccc1)(c1ccccc1)c1ccccc1, CC(C)=O, [Na+], [OH-], O. Reactants: C1COCCO1, CCCCNc1nc(N)c2nc(OC)n(CCCCC3CCOC(C)(C)C3)c2n1, CO, Cl. The product is CCCCNc1nc(N)c2[nH]c(=O)n(CCCCC3CCOC(C)(C)C3)c2n1. Reaction SMILES: [CH2:2]1[O:3][CH2:4][CH2:5][O:6][CH2:7]1.[CH2:8]([CH2:9][CH2:10][CH3:11])[NH:12][c:13]1[n:14][c:15]([NH2:36])[c:16]2[n:17][c:18]([O:34][CH3:35])[n:19]([CH2:22][CH2:23][CH2:24][CH2:25][CH:26]3[CH2:27][C:28]([CH3:32])([CH3:33])[O:29][CH2:30][CH2:31]3)[c:20]2[n:21]1.[CH3:37][OH:38].[ClH:1]>>[CH2:8]([CH2:9][CH2:10][CH3:11])[NH:12][c:13]1[n:14][c:15]([NH2:36])[c:16]2[nH:17][c:18](=[O:34])[n:19]([CH2:22][CH2:23][CH2:24][CH2:25][CH:26]3[CH2:27][C:28]([CH3:32])([CH3:33])[O:29][CH2:30][CH2:31]3)[c:20]2[n:21]1. Reactants: C(C)(C)OC(=O)N1[C@H](C[C@H](C2=NC(=CC=C12)C(F)(F)F)N(C(=NO)N)CC1=CC(=CC(=C1)C(F)(F)F)C(F)(F)F)CC ((+/−)-cis-4-[N-(3,5-bis-trifluoromethyl-benzyl)-hydroxyguanidino]-2-ethyl-6-trifluoromethyl-3,4-dihydro-2H-[1,5]naphthyridine-1-carboxylic acid isopropyl ester), C(C)(=O)OC(C)=O (acetic anhydride). Reaction conditions: temperature 80 celsius. Yields the product C(C)(C)OC(=O)N1[C@H](C[C@H](C2=NC(=CC=C12)C(F)(F)F)N(C1=NOC(=N1)C)CC1=CC(=CC(=C1)C(F)(F)F)C(F)(F)F)CC ((+/−)-cis-4-[(3,5-Bis-trifluoromethyl-benzyl)-(5-methyl-[1,2,4]oxadiazol-3-yl)-amino]-2-ethyl-6-trifluoromethyl-3,4-dihydro-2H-[1,5]naphthyridine-1-carboxylic acid isopropyl ester). RXN SMILES: [CH:1]([O:4][C:5]([N:7]1[C:16]2[C:11](=[N:12][C:13]([C:17]([F:20])([F:19])[F:18])=[CH:14][CH:15]=2)[C@H:10]([N:21]([CH2:26][C:27]2[CH:32]=[C:31]([C:33]([F:36])([F:35])[F:34])[CH:30]=[C:29]([C:37]([F:40])([F:39])[F:38])[CH:28]=2)[C:22]([NH2:25])=[N:23][OH:24])[CH2:9][C@@H:8]1[CH2:41][CH3:42])=[O:6])([CH3:3])[CH3:2].[C:43](OC(=O)C)(=O)[CH3:44]>>[CH:1]([O:4][C:5]([N:7]1[C:16]2[C:11](=[N:12][C:13]([C:17]([F:20])([F:19])[F:18])=[CH:14][CH:15]=2)[C@H:10]([N:21]([CH2:26][C:27]2[CH:28]=[C:29]([C:37]([F:40])([F:39])[F:38])[CH:30]=[C:31]([C:33]([F:34])([F:35])[F:36])[CH:32]=2)[C:22]2[N:25]=[C:43]([CH3:44])[O:24][N:23]=2)[CH2:9][C@@H:8]1[CH2:41][CH3:42])=[O:6])([CH3:3])[CH3:2]. Reported procedure: To (+/−)-cis-4-[N-(3,5-bis-trifluoromethyl-benzyl)-hydroxyguanidino]-2-ethyl-6-trifluoromethyl-3,4-dihydro-2H-[1,5]naphthyridine-1-carboxylic acid isopropyl ester (80 mg, 0.13 mmol), add acetic anhydride (0.5 mL). Seal the tube and heat the reaction mixture at 80° C. overnight. Cool down the mixture and remove the solvents under reduced pressure. Add 2 N NaOH (2 mL) and ether to the crude material. Separate the layers, and extract the aqueous phase with ether. Dry the combined organic phase, fil... The reactants are CCCCCC.C(C)(=O)OCC (ethyl acetate hexane), COC(C1=CC=C(C=C1)CC1(C(OC(OC1=O)(C)C)=O)C1CCC(CC1)C(C)(C)C)=O (4-[5-(4-tert-Butyl-cyclohexyl)-2,2-dimethyl-4,6-dioxo-[1,3]dioxan-5-ylmethyl]-benzoic acid methyl ester), BrC1=CC=C(N)C=C1 (4-bromoaniline), C(C)(=O)OCC.CCCCCC (ethyl acetate hexane). Run in CN1C(CCC1)=O (n-methyl-pyrrolidinone). Reaction conditions: time 8 minute. Product: COC(C1=CC=C(C=C1)CC(C1CCC(CC1)C(C)(C)C)C(NC1=CC=C(C=C1)Br)=O)=O (4-[2-(4-Bromo-phenylcarbamoyl)-2-(4-tert-butyl-cyclohexyl)-ethyl]-benzoic acid methyl ester). Reaction SMILES: [CH3:1][O:2][C:3](=[O:31])[C:4]1[CH:9]=[CH:8][C:7]([CH2:10][C:11]2([CH:21]3[CH2:26][CH2:25][CH:24]([C:27]([CH3:30])([CH3:29])[CH3:28])[CH2:23][CH2:22]3)C(=O)OC(C)(C)O[C:12]2=[O:20])=[CH:6][CH:5]=1.[Br:32][C:33]1[CH:39]=[CH:38][C:36]([NH2:37])=[CH:35][CH:34]=1.C(OCC)(=O)C.CCCCCC>CN1CCCC1=O>[CH3:1][O:2][C:3](=[O:31])[C:4]1[CH:9]=[CH:8][C:7]([CH2:10][CH:11]([C:12](=[O:20])[NH:37][C:36]2[CH:38]=[CH:39][C:33]([Br:32])=[CH:34][CH:35]=2)[CH:21]2[CH2:22][CH2:23][CH:24]([C:27]([CH3:28])([CH3:29])[CH3:30])[CH2:25][CH2:26]2)=[CH:6][CH:5]=1 |f:2.3|. Reported procedure: To 1 eq (2.32 mmol) of 4-[5-(4-tert-Butyl-cyclohexyl)-2,2-dimethyl-4,6-dioxo-[1,3]dioxan-5-ylmethyl]-benzoic acid methyl ester was added 1.5 eq (3.5 mmol) of 4-bromoaniline in 2 mL of n-methyl-pyrrolidinone in a microwave vial. The reaction was run for eight minutes at 220 degrees C. The reaction mixture was worked up by partitioning with ethyl acetate/diethyl ether (1:1)/1 N HCl. Product was isolated by chromatography gradient: 10% ethyl acetate/hexane to 40% ethyl acetate hexane. Run in ClCCl (dichloromethane). The reactants are FC(C(=O)O)(F)F (Trifluoroacetic acid), COC(C(CC=CC1=CC=C(C=C1)N(C1=NC=CC=N1)C)NC(=O)OC(C)(C)C)=O (2-tert-butoxycarbonylamino-5-[4-(methyl-pyrimidin-2-ylamino)phenyl]pent-4-enoic acid methyl ester), O (Water), C(O)([O-])=O.[Na+] (sodium hydrogen carbonate). RXN SMILES: FC(F)(F)C(O)=O.[CH3:8][O:9][C:10](=[O:37])[CH:11]([NH:29]C(OC(C)(C)C)=O)[CH2:12][CH:13]=[CH:14][C:15]1[CH:20]=[CH:19][C:18]([N:21]([CH3:28])[C:22]2[N:27]=[CH:26][CH:25]=[CH:24][N:23]=2)=[CH:17][CH:16]=1.O.C(=O)([O-])O.[Na+]>ClCCl>[CH3:8][O:9][C:10](=[O:37])[CH:11]([NH2:29])[CH2:12][CH:13]=[CH:14][C:15]1[CH:16]=[CH:17][C:18]([N:21]([CH3:28])[C:22]2[N:27]=[CH:26][CH:25]=[CH:24][N:23]=2)=[CH:19][CH:20]=1 |f:3.4|. Procedure details: Under an argon atmosphere, palladium acetate (54 mg) and tris(2-methylphenyl)phosphine (70 mg) were added to a suspension of N-Boc-allylglycine methyl ester (1.03 g), N-(4-iodophenyl)-N-methylpyrimidin-2-amine (1.40 g) and potassium carbonate (933 mg) in DMF (15 ml), and the resulting mixture was stirred at 80° C. overnight. The reaction solution was allowed to cool to room temperature and ethyl acetate was added thereto. The solution was washed 3 times with water and once with saturated brine, ... Yield: 81.0%. Product: COC(C(CC=CC1=CC=C(C=C1)N(C1=NC=CC=N1)C)N)=O (2-amino-5-[4-(methyl-pyrimidin-2-ylamino)phenyl]pent-4-enoic acid methyl ester). Reaction conditions: time 4.5 hour.